This data is from the Open Reaction Database (ORD), a public repository of structured organic reaction records. The task is: describe an organic reaction: reactants, conditions, products, and yield Yields the product NC1=NN2C(N=CC(=C2)F)=C1C(=O)NC1=C(C(=NS1)C)CN1CCOCC1 (2-amino-6-fluoro-N-(3-methyl-4-(morpholinomethyl)isothiazol-5-yl)pyrazolo[1,5-a]pyrimidine-3-carboxamide). Reaction SMILES: [NH2:1][C:2]1[C:11]([C:12]([NH:14][C:15]2[S:19][N:18]=[C:17]([CH3:20])[C:16]=2Br)=[O:13])=[C:5]2[N:6]=[CH:7][C:8]([F:10])=[CH:9][N:4]2[N:3]=1.CN([C:25](ON1N=NC2C=CC=CC1=2)=[N+:26]([CH3:28])[CH3:27])C.[B-](F)(F)(F)F.[C:44](=[O:47])([O-])[O-].[Cs+].[Cs+].[CH:50]1(P(C2CCCCC2)C2C=CC=CC=2C2C(C(C)C)=CC(C(C)C)=CC=2C(C)C)CCCCC1>O1CCOCC1.[Pd+2].O>[NH2:1][C:2]1[C:11]([C:12]([NH:14][C:15]2[S:19][N:18]=[C:17]([CH3:20])[C:16]=2[CH2:27][N:26]2[CH2:25][CH2:44][O:47][CH2:50][CH2:28]2)=[O:13])=[C:5]2[N:6]=[CH:7][C:8]([F:10])=[CH:9][N:4]2[N:3]=1 |f:1.2,3.4.5|. The solvent is O1CCOCC1 (dioxane), O (water). Reactants: NC1=NN2C(N=CC(=C2)F)=C1C(=O)NC1=C(C(=NS1)C)Br (2-amino-N-(4-bromo-3-methyl-isothiazol-5-yl)-6-fluoro-pyrazolo[1,5-a]pyrimidine-3-carboxamide), CN(C)C(=[N+](C)C)ON1C2=C(C=CC=C2)N=N1.[B-](F)(F)(F)F (TBTU), C([O-])([O-])=O.[Cs+].[Cs+] (dicesium carbonate), C1(CCCCC1)P(C1=C(C=CC=C1)C1=C(C=C(C=C1C(C)C)C(C)C)C(C)C)C1CCCCC1 (dicyclohexyl-[2-(2,4,6-triisopropylphenyl)phenyl]phosphane). Reported procedure: 2-amino-N-(4-bromo-3-methyl-isothiazol-5-yl)-6-fluoro-pyrazolo[1,5-a]pyrimidine-3-carboxamide (50 mg, 0.1078 mmol), trifluoro(morpholinomethyl)boranuide (Potassium Ion (1)) (29.01 mg, 0.1401 mmol), dicesium carbonate (105.4 mg, 0.3234 mmol), palladium(+2) cation diacetate (4.84 mg, 0.02156 mmol), dicyclohexyl-[2-(2,4,6-triisopropylphenyl)phenyl]phosphane (20.56 mg, 0.04312 mmol) in dioxane (4 mL)-water (0.5 mL) was heated at 90° C. for 5 h. The reaction mixture was concentrated in vacuo and the ... The reagents and catalysts are [Pd+2] (palladium(+2)). Reactants: C(C)(=O)N1CCC2=CC(=C(C=C12)Br)O (1-Acetyl-6-bromo-5-hydroxyindoline), C1CCN2CCC(=CC12)CO (1,2,3,5,6,8a-hexahydroindolizine-7-methanol), C1(=CC=CC=C1)P(C1=CC=CC=C1)C1=CC=CC=C1 (triphenylphosphine), N(=NC(=O)OCC)C(=O)OCC (diethyl azodicarboxylate), C1(=CC=CC=C1)O (phenol), N(=NC(=O)OCC)C(=O)OCC (diethyl azodicarboxylate), C1(=CC=CC=C1)P(C1=CC=CC=C1)C1=CC=CC=C1 (triphenylphosphine). Solvent: C1CCOC1 (THF), C(C)(=O)OCC (ethyl acetate). Conditions: time 1 hour. The product is C(C)(=O)N1CCC2=CC(=C(C=C12)Br)OCC=1CCN2CCCC2C1 (1-Acetyl-6-bromo-5-[(1,2,3,5,6,8a-hexahydroindolizin-7-yl)methoxy]indoline). Isolated yield 13.3%. RXN SMILES: [C:1]([N:4]1[C:12]2[C:7](=[CH:8][C:9]([OH:14])=[C:10]([Br:13])[CH:11]=2)[CH2:6][CH2:5]1)(=[O:3])[CH3:2].[CH2:15]1[CH:23]2[N:18]([CH2:19][CH2:20][C:21]([CH2:24]O)=[CH:22]2)[CH2:17][CH2:16]1.C1(P(C2C=CC=CC=2)C2C=CC=CC=2)C=CC=CC=1.N(C(OCC)=O)=NC(OCC)=O.C1(O)C=CC=CC=1>C1COCC1.C(OCC)(=O)C>[C:1]([N:4]1[C:12]2[C:7](=[CH:8][C:9]([O:14][CH2:24][C:21]3[CH2:20][CH2:19][N:18]4[CH:23]([CH:22]=3)[CH2:15][CH2:16][CH2:17]4)=[C:10]([Br:13])[CH:11]=2)[CH2:6][CH2:5]1)(=[O:3])[CH3:2]. Reported procedure: 1-Acetyl-6-bromo-5-hydroxyindoline (Tetrahedron, 1973, 29(8), 1115) (1.24 g, 4.8 mmol), 1,2,3,5,6,8a-hexahydroindolizine-7-methanol (D2, 0.74 g, 4.8 mmol) and triphenylphosphine (1.27 g, 4.8 mmol) were stirred under Ar in dry THF (50 ml) as diethyl azodicarboxylate (0.76 ml, 4.8 mmol) was added dropwise. The mixture was stirred for 1 h, diluted with ethyl acetate, and extracted with dil. HCl. The extract was basified with potassium carbonate, and extracted with chloroform. This extract was dried...